This data is from the Open Reaction Database (ORD), a public repository of structured organic reaction records. The task is: describe an organic reaction: reactants, conditions, products, and yield Reactants: C(C)(=O)OCC(=O)N1CCN(CC1)C=1C=NC(=CC1)NC=1N=CC2=C(N1)N(C1=C2C=CN=C1)C1CCCC1 (2-(4-(6-((9-Cyclopentyl-9H-pyrido[4′,3′:4,5]pyrrolo[2,3-d]pyrimidin-2-yl)amino)-3-pyridinyl)-1-piperazinyl)-2-oxoethyl acetate), [Li+].[OH-] (LiOH). Solvent: C1CCOC1.CO.O (THF methanol H2O). Run at temperature 60 celsius, time 8 hour. Product: C1(CCCC1)N1C2=C(C3=C1N=C(N=C3)NC3=CC=C(C=N3)N3CCN(CC3)C(CO)=O)C=CN=C2 (2-(4-(6-((9-Cyclopentyl-9H-pyrido[4′,3′:4,5]pyrrolo[2,3-d]pyrimidin-2-yl)amino)-3-pyridinyl)-1-piperazinyl)-2-oxoethanol). The yield is 63.5%. RXN SMILES: C([O:4][CH2:5][C:6]([N:8]1[CH2:13][CH2:12][N:11]([C:14]2[CH:15]=[N:16][C:17]([NH:20][C:21]3[N:22]=[CH:23][C:24]4[C:29]5[CH:30]=[CH:31][N:32]=[CH:33][C:28]=5[N:27]([CH:34]5[CH2:38][CH2:37][CH2:36][CH2:35]5)[C:25]=4[N:26]=3)=[CH:18][CH:19]=2)[CH2:10][CH2:9]1)=[O:7])(=O)C.[Li+].[OH-]>C1COCC1.CO.O>[CH:34]1([N:27]2[C:25]3[N:26]=[C:21]([NH:20][C:17]4[N:16]=[CH:15][C:14]([N:11]5[CH2:12][CH2:13][N:8]([C:6](=[O:7])[CH2:5][OH:4])[CH2:9][CH2:10]5)=[CH:19][CH:18]=4)[N:22]=[CH:23][C:24]=3[C:29]3[CH:30]=[CH:31][N:32]=[CH:33][C:28]2=3)[CH2:35][CH2:36][CH2:37][CH2:38]1 |f:1.2,3.4.5|. Reported procedure: To a solution of compound 189 (˜0.5 mmol) in THF/methanol/H2O (3:1:1, 10 mL) was added 12 mg of LiOH and the mixture was stirred at 60° C. overnight. The reaction mixture was concentrated and the residue was dissolved in dichloromethane then washed with water and brine then dried. The solvent was evaporated and the residue was purified by chromatography on silica gel eluting with CH2Cl2:methanol:NH4OH (400:10:1) to give compound 188 as a yellow solid (150 mg, 63% in two steps). 1H NMR (500 MHz, ... Reactants: N(O)=C1SC(C(=N1)CCC)(C)CC (2-oxo-4-propyl-5-ethyl-5-methyl-3-thiazoline-oxime), CN=C=O (methyl isocyanate). Yields the product CNC(=O)ON=C1SC(C(=N1)CCC)(C)CC (2-oxo-4-propyl-5-ethyl-5-methyl-3-thiazoline-O-(methylcarbamoyl)-oxime). As a reaction SMILES: [N:1](=[C:3]1[N:7]=[C:6]([CH2:8][CH2:9][CH3:10])[C:5]([CH2:12][CH3:13])([CH3:11])[S:4]1)[OH:2].[CH3:14][N:15]=[C:16]=[O:17]>>[CH3:14][NH:15][C:16]([O:2][N:1]=[C:3]1[N:7]=[C:6]([CH2:8][CH2:9][CH3:10])[C:5]([CH2:12][CH3:13])([CH3:11])[S:4]1)=[O:17]. Procedure details: 2-oxo-4-propyl-5-ethyl-5-methyl-3-thiazoline-oxime was reacted with methyl isocyanate as described in Example 4 to yield 2-oxo-4-propyl-5-ethyl-5-methyl-3-thiazoline-O-(methylcarbamoyl)-oxime, m.p. 124°-126° C. The 2-oxo-4-propyl-5-ethyl-5-methyl-3-thiazoline-oxime starting material melts at 132°-135° C. The reactants are ClC=1C(=CC=2N(N1)C=CN2)C (6-chloro-7-methylimidazo[1,2-b]pyridazine), CN(C)C=NS(=O)(=O)CC(CO)C(C)C (3-(N,N-dimethylaminomethylene)aminosulfonyl-2-isopropyl-1-propanol). Product: Cl.C(C)(C)C(COC=1C(=CC=2N(N1)C=CN2)C)CS(N)(=O)=O (6-(2-isopropyl-3-sulfamoyl-1-propoxy)-7-methylimidazo [1,2-b]pyridazine hydrochloride). As a reaction SMILES: [Cl:1][C:2]1[C:3]([CH3:11])=[CH:4][C:5]2[N:6]([CH:8]=[CH:9][N:10]=2)[N:7]=1.CN(C=[N:16][S:17]([CH2:20][CH:21]([CH:24]([CH3:26])[CH3:25])[CH2:22][OH:23])(=[O:19])=[O:18])C>>[ClH:1].[CH:24]([CH:21]([CH2:20][S:17](=[O:19])(=[O:18])[NH2:16])[CH2:22][O:23][C:2]1[C:3]([CH3:11])=[CH:4][C:5]2[N:6]([CH:8]=[CH:9][N:10]=2)[N:7]=1)([CH3:26])[CH3:25] |f:2.3|. Procedure details: Using 0.8 g of 6-chloro-7-methylimidazo[1,2-b]pyridazine and 1.29 g of 3-(N,N-dimethylaminomethylene)aminosulfonyl-2-isopropyl-1-propanol, 1.37 gof the title compound was obtained in the same manner as in Examples 14 and The reactants are ClC1=CC=C(C=N1)C(=O)N1CC=2N(CC3=C1C=CC=C3)C=CC2 (10-[(6-chloro-3-pyridinyl)carbonyl]-10,11-dihydro-5H-pyrrolo[2,1-c][1,4]benzodiazepine), [H-].[Na+] (sodium hydride), CN1CCCN(C1=O)C (N,N'-dimethylpropyleneurea), C1(CCCCC1)S (cyclohexylmercaptan). Run in O1CCCC1 (tetrahydrofuran), O1CCCC1 (tetrahydrofuran). Conditions: time 0.5 hour. The product is C1(CCCCC1)SC1=CC=C(C=N1)C(=O)N1CC=2N(CC3=C1C=CC=C3)C=CC2 (10,11-Dihydro-10-[[6-(cyclohexylthio)-3-pyridinyl]carbonyl]-5H-pyrrolo-[2,1-c][1,4]benzodiazepine). RXN SMILES: [H-].[Na+].[CH:3]1([SH:9])[CH2:8][CH2:7][CH2:6][CH2:5][CH2:4]1.CN1C(=O)N(C)CCC1.Cl[C:20]1[N:25]=[CH:24][C:23]([C:26]([N:28]2[C:34]3[CH:35]=[CH:36][CH:37]=[CH:38][C:33]=3[CH2:32][N:31]3[CH:39]=[CH:40][CH:41]=[C:30]3[CH2:29]2)=[O:27])=[CH:22][CH:21]=1>O1CCCC1>[CH:3]1([S:9][C:20]2[N:25]=[CH:24][C:23]([C:26]([N:28]3[C:34]4[CH:35]=[CH:36][CH:37]=[CH:38][C:33]=4[CH2:32][N:31]4[CH:39]=[CH:40][CH:41]=[C:30]4[CH2:29]3)=[O:27])=[CH:22][CH:21]=2)[CH2:8][CH2:7][CH2:6][CH2:5][CH2:4]1 |f:0.1|. Procedure: To a suspension of 35 mg of sodium hydride (60% in oil) in 3 ml of tetrahydrofuran is added under argon 0.10 g of cyclohexylmercaptan. A white precipitate forms and after 0.5 hour at room temperature, 1 ml of N,N'-dimethylpropyleneurea is added. To the mixture is added 0.13 g of 10-[(6-chloro-3-pyridinyl)carbonyl]-10,11-dihydro-5H-pyrrolo[2,1-c][1,4]benzodiazepine in 2 ml of tetrahydrofuran. The mixture is stirred at room temperature for 18 hours, quenched with water and ammonium chloride and co...